Dataset: the Open Reaction Database (ORD), a public repository of structured organic reaction records. Task: describe an organic reaction: reactants, conditions, products, and yield Reactants: CCO, Cc1cc(C(=O)O)ccc1C(=O)N1CCCC1, CCN(C(C)C)C(C)C, ClCCl, N, C1CCOC1, CC(N)c1nc2cc(O)ccc2[nH]1. Yields the product Cc1cc(C(=O)NC(C)c2nc3cc(O)ccc3[nH]2)ccc1C(=O)N1CCCC1. RXN SMILES: [CH2:41]([OH:42])[CH3:43].[CH3:1][c:2]1[cH:3][c:4]([C:5](=[O:6])[OH:7])[cH:8][cH:9][c:10]1[C:11](=[O:12])[N:13]1[CH2:14][CH2:15][CH2:16][CH2:17]1.[CH:18]([N:19]([CH:20]([CH3:21])[CH3:22])[CH2:23][CH3:24])([CH3:25])[CH3:26].[Cl:44][CH2:45][Cl:46].[NH3:40].[O:47]1[CH2:48][CH2:49][CH2:50][CH2:51]1.[OH:27][c:28]1[cH:29][c:30]2[c:31]([nH:32][c:33]([CH:35]([CH3:36])[NH2:37])[n:34]2)[cH:38][cH:39]1>>[CH3:1][c:2]1[cH:3][c:4]([C:5](=[O:7])[NH:37][CH:35]([c:33]2[nH:32][c:31]3[c:30]([cH:29][c:28]([OH:27])[cH:39][cH:38]3)[n:34]2)[CH3:36])[cH:8][cH:9][c:10]1[C:11](=[O:12])[N:13]1[CH2:14][CH2:15][CH2:16][CH2:17]1. Reagents/catalysts: [Pd] (palladium charcoal). Reactants: COC1=C(C=CC(=C1)C(CCC(=O)O)=O)C (2-methoxy-4-(3'-carboxy-1'-oxopropyl)-toluene), 2-methoxy-5-(3°-carboxy-1'-oxopropyl)-toluene, [Cl-].[Al+3].[Cl-].[Cl-] (aluminum chloride), [H][H] (hydrogen), S(O)(O)(=O)=O (sulfuric acid), [BH4-].[Na+] (sodium borohydride), COC1=C(C=CC=C1)C (o-methoxy toluene), C1(CCC(=O)O1)=O (succinic anhydride). Yields the product CC=1C=C2CCCC(C2=CC1OC)=O (6-methyl-7-methoxy-1-tetralone), CC1=C(C=C2CCCC(C2=C1)=O)OC (7-methyl-6-methoxy-1-tetralone). RXN SMILES: COC1C=CC=CC=1C.C1(=O)OC(=O)CC1.[Cl-].[Al+3].[Cl-].[Cl-].[CH3:21][O:22][C:23]1[CH:28]=[C:27]([C:29](=[O:35])[CH2:30][CH2:31][C:32]([OH:34])=O)[CH:26]=[CH:25][C:24]=1[CH3:36].[BH4-].[Na+].[H][H].S(=O)(=O)(O)O>[Pd].C1C=CC=CC=1.C(=S)=S>[CH3:36][C:24]1[CH:25]=[C:26]2[C:27](=[CH:28][C:23]=1[O:22][CH3:21])[C:29](=[O:35])[CH2:30][CH2:31][CH2:32]2.[CH3:36][C:24]1[CH:25]=[C:26]2[C:27]([CH2:29][CH2:30][CH2:31][C:32]2=[O:34])=[CH:28][C:23]=1[O:22][CH3:21] |f:2.3.4.5,7.8|. Reported procedure: A mixture of 12.2 g. of o-methoxy toluene, 20 g. of succinic anhydride, 27 g. of aluminum chloride, and 250 ml. of carbon disulfide is stirred for four hours; the mixture is poured into 500 g. of ice, and the products are isolated by extraction with benzene. The product, a mixture of 2-methoxy-4-(3'-carboxy-1'-oxopropyl)-toluene and 2-methoxy-5-(3°-carboxy-1'-oxopropyl)-toluene is reduced with sodium borohydride, hydrogenolyzed wiith hydrogen in the presence of palladium charcoal catalyst, cycli... Run in C(=S)=S (carbon disulfide), C1=CC=CC=C1 (benzene). The reactants are [Al+3], CC(C)[O-], C=C(C)CC(C)(C=O)C1CC=C(C)C1(C)C, CC(C)[O-], CC(C)[O-], CC(C)O. Product: C=C(C)CC(C)(CO)C1CC=C(C)C1(C)C. Reaction SMILES: [Al+3:5].[CH3:10][CH:11]([CH3:12])[O-:13].[CH3:14][C:15]([CH:16]=[O:17])([CH2:18][C:19](=[CH2:20])[CH3:21])[CH:22]1[C:23]([CH3:28])([CH3:29])[C:24]([CH3:27])=[CH:25][CH2:26]1.[CH3:1][CH:2]([CH3:3])[O-:4].[CH3:6][CH:7]([CH3:8])[O-:9].[CH:30]([OH:31])([CH3:32])[CH3:33]>>[CH3:14][C:15]([CH2:16][OH:17])([CH2:18][C:19](=[CH2:20])[CH3:21])[CH:22]1[C:23]([CH3:28])([CH3:29])[C:24]([CH3:27])=[CH:25][CH2:26]1. The reactants are Cc1ccccc1, O=C=Nc1ccc(F)cc1F, COCCOc1cc2nccc(Oc3ccc(N)c(F)c3)c2cc1C#N. Product: COCCOc1cc2nccc(Oc3ccc(NC(=O)Nc4ccc(F)cc4F)c(F)c3)c2cc1C#N. Reaction SMILES: [CH3:38][c:39]1[cH:40][cH:41][cH:42][cH:43][cH:44]1.[F:27][c:28]1[c:29]([N:35]=[C:36]=[O:37])[cH:30][cH:31][c:32]([F:34])[cH:33]1.[NH2:1][c:2]1[c:3]([F:26])[cH:4][c:5]([O:6][c:7]2[cH:8][cH:9][n:10][c:11]3[cH:12][c:13]([O:19][CH2:20][CH2:21][O:22][CH3:23])[c:14]([C:17]#[N:18])[cH:15][c:16]23)[cH:24][cH:25]1>>[NH:1]([c:2]1[c:3]([F:26])[cH:4][c:5]([O:6][c:7]2[cH:8][cH:9][n:10][c:11]3[cH:12][c:13]([O:19][CH2:20][CH2:21][O:22][CH3:23])[c:14]([C:17]#[N:18])[cH:15][c:16]23)[cH:24][cH:25]1)[C:36]([NH:35][c:29]1[c:28]([F:27])[cH:33][c:32]([F:34])[cH:31][cH:30]1)=[O:37]. The reactants are CCOC(=O)CP(=O)(OCC)OCC, C1CCOC1, CCOC(C)=O, [H-], [Na+], O, O=Cc1cnc2ccccc2c1. Yields the product CCOC(=O)C=Cc1cnc2ccccc2c1. RXN SMILES: [CH2:13]([O:14][P:15]([O:16][CH2:17][CH3:18])(=[O:19])[CH2:21][C:22](=[O:23])[O:24][CH2:25][CH3:26])[CH3:20].[CH2:30]1[O:31][CH2:32][CH2:33][CH2:34]1.[CH3:35][CH2:36][O:37][C:38](=[O:39])[CH3:40].[H-:28].[Na+:27].[OH2:29].[n:1]1[cH:2][c:3]([CH:11]=[O:12])[cH:4][c:5]2[cH:6][cH:7][cH:8][cH:9][c:10]12>>[n:1]1[cH:2][c:3]([CH:11]=[CH:21][C:22](=[O:23])[O:24][CH2:25][CH3:26])[cH:4][c:5]2[cH:6][cH:7][cH:8][cH:9][c:10]12. Reactants: CC#N, CN(C)CCN1C(=O)c2cccc3cc4cccc(N)c4c(c23)C1=O, S=C=NCc1ccco1. Product: CN(C)CCN1C(=O)c2cccc3cc4cccc(NC(=S)NCc5ccco5)c4c(c23)C1=O. As a reaction SMILES: [CH3:35][C:36]#[N:37].[NH2:1][c:2]1[cH:3][cH:4][cH:5][c:6]2[cH:7][c:8]3[c:9]4[c:10]([cH:23][cH:24][cH:25]3)[C:11](=[O:22])[N:12]([CH2:17][CH2:18][N:19]([CH3:20])[CH3:21])[C:13](=[O:16])[c:14]4[c:15]12.[o:26]1[c:27]([CH2:31][N:32]=[C:33]=[S:34])[cH:28][cH:29][cH:30]1>>[NH:1]([c:2]1[cH:3][cH:4][cH:5][c:6]2[cH:7][c:8]3[c:9]4[c:10]([cH:23][cH:24][cH:25]3)[C:11](=[O:22])[N:12]([CH2:17][CH2:18][N:19]([CH3:20])[CH3:21])[C:13](=[O:16])[c:14]4[c:15]12)[C:33]([NH:32][CH2:31][c:27]1[o:26][cH:30][cH:29][cH:28]1)=[S:34]. Reactants: C1COCCOCCOCCOCCO1, CCCC1C(=O)NS(=O)(=O)N1C, CC#N, Fc1nc(F)c(F)c(F)c1F, [Na], CN(C)C=O. Product: CCCC1C(=O)N(c2c(F)c(F)nc(F)c2F)S(=O)(=O)N1C. As a reaction SMILES: [CH2:25]1[O:26][CH2:27][CH2:28][O:29][CH2:30][CH2:31][O:32][CH2:33][CH2:34][O:35][CH2:36][CH2:37][O:38][CH2:39]1.[CH3:2][N:3]1[CH:4]([CH2:11][CH2:12][CH3:13])[C:5](=[O:10])[NH:6][S:7]1(=[O:8])=[O:9].[CH3:40][C:41]#[N:42].[F:14][c:15]1[c:16]([F:24])[c:17]([F:23])[c:18]([F:22])[c:19]([F:21])[n:20]1.[Na:1].[O:43]=[CH:44][N:45]([CH3:46])[CH3:47]>>[CH3:2][N:3]1[CH:4]([CH2:11][CH2:12][CH3:13])[C:5](=[O:10])[N:6]([c:17]2[c:16]([F:24])[c:15]([F:14])[n:20][c:19]([F:21])[c:18]2[F:22])[S:7]1(=[O:8])=[O:9]. Starting materials: NC1=C(C=CC=C1)NC(=O)C=1SC=2CNCCC2N1 (N-(2-aminophenyl)-4,5,6,7-tetrahydro[1,3]thiazolo[5,4-c]pyridine-2-carboxamide), O(C1=CC=CC=C1)CC(=O)O (phenoxy acetic acid), ON1N=NC2=C1C=CC=C2 (1-hydroxybenzotriazole), C(C)N=C=NCCCN(C)C (1-ethyl-3-(3′-dimethylaminopropyl)carbodiimide), CN1CCOCC1 (N-methylmorpholine). The solvent is CN(C)C=O (DMF). Conditions: temperature 0 celsius, time 8 hour. Yields the product NC1=C(C=CC=C1)NC(=O)C=1SC=2CN(CCC2N1)C(COC1=CC=CC=C1)=O (N-(2-aminophenyl)-5-(phenoxyacetyl)-4,5,6,7-tetrahydro[1,3]thiazolo[5,4-c]pyridine-2-carboxamide). RXN SMILES: [O:1]([CH2:8][C:9]([OH:11])=O)[C:2]1[CH:7]=[CH:6][CH:5]=[CH:4][CH:3]=1.ON1C2C=CC=CC=2N=N1.C(N=C=NCCCN(C)C)C.CN1CCOCC1.[NH2:40][C:41]1[CH:46]=[CH:45][CH:44]=[CH:43][C:42]=1[NH:47][C:48]([C:50]1[S:51][C:52]2[CH2:53][NH:54][CH2:55][CH2:56][C:57]=2[N:58]=1)=[O:49]>CN(C=O)C>[NH2:40][C:41]1[CH:46]=[CH:45][CH:44]=[CH:43][C:42]=1[NH:47][C:48]([C:50]1[S:51][C:52]2[CH2:53][N:54]([C:9](=[O:11])[CH2:8][O:1][C:2]3[CH:3]=[CH:4][CH:5]=[CH:6][CH:7]=3)[CH2:55][CH2:56][C:57]=2[N:58]=1)=[O:49]. Procedure: To the solution of phenoxy acetic acid (1.0 mmol) in dry DMF (10 mL), were added 1-hydroxybenzotriazole (1.2 mmol), 1-ethyl-3-(3′-dimethylaminopropyl)carbodiimide (2 mmol) and N-methylmorpholine (2.0 mmol). Solution was cooled to 0° C. N-(2-aminophenyl)-4,5,6,7-tetrahydro[1,3]thiazolo[5,4-c]pyridine-2-carboxamide obtained in step VIII of example I was then added and mixture was stirred at room temperature overnight. Reaction mixture was concentrated, diluted with water, extracted with dichlorome... The reactants are C1(=CC=CC=C1)S(=O)(=O)C1=CC(=C(C=C1)CC[C@H](CO)O)Br ((R)-4-(4-Benzenesulfonyl-2-bromo-phenyl)-butane-1,2-diol), C1(=CC=CC=C1)S(=O)(=O)C1=CC=C2CC[C@@H](OC2=C1)CO (((R)-7-benzenesulfonyl-chroman-2-yl)-methanol). The product is C1(=CC=CC=C1)S(=O)(=O)C1=CC=C2CC[C@H](OC2=C1)COS(=O)(=O)C1=CC=C(C=C1)C (Toluene-4-sulfonic acid (S)-7-benzenesulfonyl-chroman-2-ylmethyl ester). As a reaction SMILES: [C:1]1([S:7]([C:10]2[CH:15]=[CH:14][C:13]([CH2:16][CH2:17][C@@H:18]([OH:21])[CH2:19][OH:20])=[C:12](Br)[CH:11]=2)(=[O:9])=[O:8])[CH:6]=[CH:5][CH:4]=[CH:3][CH:2]=1.C1([S:29]([C:32]2[CH:41]=[C:40]3[C:35]([CH2:36]C[C@H](CO)O3)=[CH:34][CH:33]=2)(=[O:31])=[O:30])C=CC=CC=1>>[C:1]1([S:7]([C:10]2[CH:15]=[C:14]3[C:13]([CH2:16][CH2:17][C@@H:18]([CH2:19][O:20][S:29]([C:32]4[CH:41]=[CH:40][C:35]([CH3:36])=[CH:34][CH:33]=4)(=[O:31])=[O:30])[O:21]3)=[CH:12][CH:11]=2)(=[O:9])=[O:8])[CH:6]=[CH:5][CH:4]=[CH:3][CH:2]=1. Procedure details: Toluene-4-sulfonic acid (S)-7-benzenesulfonyl-chroman-2-ylmethyl ester was prepared following the procedure described for the corresponding (R) enantiomer in step 9 of Example 6, but substituting ((S)-7-benzenesulfonyl-chroman-2-yl)-methanol for ((R)-7-benzenesulfonyl-chroman-2-yl)-methanol.